From a dataset of the Open Reaction Database (ORD), a public repository of structured organic reaction records. describe an organic reaction: reactants, conditions, products, and yield Starting materials: Br (HBr), C(=O)(O)[O-].[Na+] (NaHCO3), C(C1=CC=CC=C1)OC1=CC2=C(O[C@H](CO2)COS(=O)(=O)C)C=C1 (methanesulfonic acid (R)-6-benzyloxy-2,3-dihydrobenzo[1,4]dioxin-2-ylmethyl ester), N1C[C@H](CCC1)C=1C=C(C=CC1)O ((R*)-3-(piperidin-3-yl)phenol). The solvent is C(C)#N (acetonitrile). Run at temperature 150 celsius. The product is C(C1=CC=CC=C1)OC1=CC2=C(O[C@H](CO2)CN2C[C@H](CCC2)C=2C=C(C=CC2)O)C=C1 (3-[(R*)-1-((S)-6-Benzyloxy-2,3-dihydro-benzo[1,4]dioxin-2-ylmethyl)-piperidin-3-yl]-phenol). Reaction SMILES: [CH2:1]([O:8][C:9]1[CH:24]=[CH:23][C:12]2[O:13][C@@H:14]([CH2:17]OS(C)(=O)=O)[CH2:15][O:16][C:11]=2[CH:10]=1)[C:2]1[CH:7]=[CH:6][CH:5]=[CH:4][CH:3]=1.[NH:25]1[CH2:30][CH2:29][CH2:28][C@H:27]([C:31]2[CH:32]=[C:33]([OH:37])[CH:34]=[CH:35][CH:36]=2)[CH2:26]1.Br.C([O-])(O)=O.[Na+]>C(#N)C>[CH2:1]([O:8][C:9]1[CH:24]=[CH:23][C:12]2[O:13][C@@H:14]([CH2:17][N:25]3[CH2:30][CH2:29][CH2:28][C@H:27]([C:31]4[CH:32]=[C:33]([OH:37])[CH:34]=[CH:35][CH:36]=4)[CH2:26]3)[CH2:15][O:16][C:11]=2[CH:10]=1)[C:2]1[CH:3]=[CH:4][CH:5]=[CH:6][CH:7]=1 |f:3.4|. Procedure details: To a solution of methanesulfonic acid (R)-6-benzyloxy-2,3-dihydrobenzo[1,4]dioxin-2-ylmethyl ester (129 mg, 0.368 mmol) and (R*)-3-(piperidin-3-yl)phenol.HBr (100 mg, 0.387 mmol) in acetonitrile was added solid KI (40 mg) and NaHCO3 (98 mg 1.162 mmol). The mixture was heated under microwave irradiation at 150° C. for 1 h. Solid material was filtered and the solvent was evaporated under reduced pressure. The residue was dissolved to DCM and washed twice with water and brine. The organic phase was... The reactants are COCN1C=NC(=C1C)CN1C(C2=C(N(C=3C=CC=CC23)C)CC1)=O (2,3,4,5-tetrahydro-2-[[1-(methoxymethyl)-5-methyl-1H-imidazol-4-yl]methyl]-5-methyl-1H-pyrido[4,3-b]indol-1-one), COCN1C=NC(=C1CN1C(C2=C(N(C=3C=CC=CC23)C)CC1)=O)C (2,3,4,5-tetrahydro-2-[[1-(methoxymethyl)-4-methyl-1H-imidazol-5-yl]methyl]-5-methyl-1H-pyrido[4,3-b]indol-1-one), C([O-])([O-])=O.[K+].[K+] (potassium carbonate). The solvent is Br (hydrobromic acid). Yields the product CN1C2=C(C=3C=CC=CC13)C(N(CC2)CC=2N=CNC2C)=O (2,3,4,5-Tetrahydro-5-methyl-2-[(5-methyl-1H-imidazol-4-yl)methyl]-1H-pyrido[4,3-b]indol-1-one). Reaction SMILES: COC[N:4]1[C:8]([CH3:9])=[C:7]([CH2:10][N:11]2[CH2:24][CH2:23][C:14]3[N:15]([CH3:22])[C:16]4[CH:17]=[CH:18][CH:19]=[CH:20][C:21]=4[C:13]=3[C:12]2=[O:25])[N:6]=[CH:5]1.COCN1C(CN2CCC3N(C)C4C=CC=CC=4C=3C2=O)=C(C)N=C1.C(=O)([O-])[O-].[K+].[K+]>Br>[CH3:22][N:15]1[C:16]2[CH:17]=[CH:18][CH:19]=[CH:20][C:21]=2[C:13]2[C:12](=[O:25])[N:11]([CH2:10][C:7]3[N:6]=[CH:5][NH:4][C:8]=3[CH3:9])[CH2:24][CH2:23][C:14]1=2 |f:2.3.4|. Reported procedure: A solution of 2,3,4,5-tetrahydro-2-[[1-(methoxymethyl)-5-methyl-1H-imidazol-4-yl]methyl]-5-methyl-1H-pyrido[4,3-b]indol-1-one and 2,3,4,5-tetrahydro-2-[[1-(methoxymethyl)-4-methyl-1H-imidazol-5-yl]methyl]-5-methyl-1H-pyrido[4,3-b]indol-1-one (34 mg) in 49% hydrobromic acid (2 ml) was heated on a steam bath for ca. 3 h. After cooling, the reaction mixture was basified by addition of potassium carbonate solution and extracted with ethyl acetate (3×50 ml). The combined, dried organic extracts were ...